From a dataset of the Open Reaction Database (ORD), a public repository of structured organic reaction records. describe an organic reaction: reactants, conditions, products, and yield Product: C(C)(C)(C)OC(=O)N1CCC(CC1)OC1=CC(=C(C=C1)CC(=O)O)OCC(F)(F)F (4-(N-tert-butyloxycarbonyl-4-piperidinyloxy)-2-(2,2,2-trifluoroethoxy)phenylacetic acid). Starting materials: C(C)(C)(C)ON1C(CC(CC1)OC1=CC(=C(C=C1)CC(=O)OC)OCC(F)(F)F)=C=O (methyl 4-(N-tert-butyloxy-carbonyl-4-piperidinyloxy)-2-(2,2,2-trifluoroethoxy)phenylacetate), [OH-].[Na+] (NaOH), solution, CO (MeOH). Reaction SMILES: C(O[N:6]1[CH2:11][CH2:10][CH:9]([O:12][C:13]2[CH:18]=[CH:17][C:16]([CH2:19][C:20]([O:22]C)=[O:21])=[C:15]([O:24][CH2:25][C:26]([F:29])([F:28])[F:27])[CH:14]=2)[CH2:8][C:7]1=C=O)(C)(C)C.[OH-:32].[Na+].[CH3:34][OH:35]>>[C:16]([O:32][C:34]([N:6]1[CH2:7][CH2:8][CH:9]([O:12][C:13]2[CH:18]=[CH:17][C:16]([CH2:19][C:20]([OH:22])=[O:21])=[C:15]([O:24][CH2:25][C:26]([F:29])([F:28])[F:27])[CH:14]=2)[CH2:10][CH2:11]1)=[O:35])([CH3:19])([CH3:17])[CH3:15] |f:1.2|. Procedure details: To a stirred solution of methyl 4-(N-tert-butyloxy-carbonyl-4-piperidinyloxy)-2-(2,2,2-trifluoroethoxy)phenylacetate (3.0 g, MW=435, 6.90 mmol) from Step 7 above in MeOH (25 mL) was added a solution of aqueous NaOH (6.9 mL of a 2.0 N solution, 13.8 mmol). The mixture was refluxed for 3 h and then cooled to ambient temperature. The solvents were removed under reduced pressure and the residue was partitioned between EtOAc (100 mL) and 0.25 M aqueous citric acid (75 mL). The organic phase was separ... The reactants are CCOC(=O)c1c(O)c2c(N(C)C)cccc2n(C)c1=O, CCNc1ccccc1, CCO, Cc1ccccc1. The product is CCN(C(=O)c1c(O)c2c(N(C)C)cccc2n(C)c1=O)c1ccccc1. RXN SMILES: [CH2:10]([O:12][C:13](=[O:11])[c:15]1[c:16](=[O:30])[n:17]([CH3:29])[c:18]2[cH:19][cH:20][cH:21][c:22]([N:26]([CH3:27])[CH3:28])[c:23]2[c:24]1[OH:25])[CH3:14].[CH2:1]([CH3:2])[NH:3][c:4]1[cH:5][cH:6][cH:7][cH:8][cH:9]1.[CH3:31][CH2:32][OH:33].[CH3:34][c:35]1[cH:36][cH:37][cH:38][cH:39][cH:40]1>>[CH2:1]([CH3:2])[N:3]([c:4]1[cH:5][cH:6][cH:7][cH:8][cH:9]1)[C:13](=[O:12])[c:15]1[c:16](=[O:30])[n:17]([CH3:29])[c:18]2[cH:19][cH:20][cH:21][c:22]([N:26]([CH3:27])[CH3:28])[c:23]2[c:24]1[OH:25]. Reported procedure: The title compound was prepared from 3-aminopropanol and 4-[4-(1H-indol-5-ylamino)-thieno[3,2-d]pyrimidin-6-yl]-benzaldehyde by a procedure analogous to example 17. The product was converted to the mesylate salt analogous to example 17 being converted to the HCl salt. 1H NMR (400 MHz, DMSO) d 11.1 (s, 1H), 9.54 (s, 1H), 8.44 (s, 1), 7.75 (dd, 4H), 7.42 (m, 4H), 7.23 (m, 1H), 6.41 (s, 1H), 3.67 (s, 2H), 3.43 (s, 2H), 3.30 (s, 2H), 1.54 (m, 2H); LC-MS: 430 (MH+); HPLC RT: 3.34 minutes. Reaction SMILES: [NH2:1][CH2:2][CH2:3][CH2:4][OH:5].[NH:6]1[C:14]2[C:9](=[CH:10][C:11]([NH:15][C:16]3[C:17]4[S:24][C:23]([C:25]5[CH:32]=[CH:31][C:28]([CH:29]=O)=[CH:27][CH:26]=5)=[CH:22][C:18]=4[N:19]=[CH:20][N:21]=3)=[CH:12][CH:13]=2)[CH:8]=[CH:7]1.Cl>>[NH:6]1[C:14]2[C:9](=[CH:10][C:11]([NH:15][C:16]3[C:17]4[S:24][C:23]([C:25]5[CH:32]=[CH:31][C:28]([CH2:29][NH:1][CH2:2][CH2:3][CH2:4][OH:5])=[CH:27][CH:26]=5)=[CH:22][C:18]=4[N:19]=[CH:20][N:21]=3)=[CH:12][CH:13]=2)[CH:8]=[CH:7]1. Yields the product N1C=CC2=CC(=CC=C12)NC=1C2=C(N=CN1)C=C(S2)C2=CC=C(CNCCCO)C=C2 (3-{4-[4-(1H-Indol-5-ylamino)-thieno[3,2-d]pyrimidin-6-yl]-benzylamino}-propan-1-ol). The reactants are Cl (HCl), NCCCO (3-aminopropanol), N1C=CC2=CC(=CC=C12)NC=1C2=C(N=CN1)C=C(S2)C2=CC=C(C=O)C=C2 (4-[4-(1H-indol-5-ylamino)-thieno[3,2-d]pyrimidin-6-yl]-benzaldehyde), mesylate salt. The reactants are O=C(OC(Cl)(Cl)Cl)OC(Cl)(Cl)Cl, Nc1ccc2nc(NC3CCc4ccccc43)ccc2c1, NCCOC1CCCCO1. Yields the product O=C(NCCOC1CCCCO1)Nc1ccc2nc(NC3CCc4ccccc43)ccc2c1. RXN SMILES: [C:1]([O:2][C:3]([Cl:4])([Cl:5])[Cl:6])([O:7][C:8]([Cl:9])([Cl:10])[Cl:11])=[O:12].[CH:23]1([NH:32][c:33]2[n:34][c:35]3[cH:36][cH:37][c:38]([NH2:43])[cH:39][c:40]3[cH:41][cH:42]2)[CH2:24][CH2:25][c:26]2[cH:27][cH:28][cH:29][cH:30][c:31]21.[O:13]1[CH:14]([O:19][CH2:20][CH2:21][NH2:22])[CH2:15][CH2:16][CH2:17][CH2:18]1>>[C:1](=[O:12])([NH:22][CH2:21][CH2:20][O:19][CH:14]1[O:13][CH2:18][CH2:17][CH2:16][CH2:15]1)[NH:43][c:38]1[cH:37][cH:36][c:35]2[n:34][c:33]([NH:32][CH:23]3[CH2:24][CH2:25][c:26]4[cH:27][cH:28][cH:29][cH:30][c:31]43)[cH:42][cH:41][c:40]2[cH:39]1.